Task: describe an organic reaction: reactants, conditions, products, and yield. Dataset: the Open Reaction Database (ORD), a public repository of structured organic reaction records The reactants are O=C(OC(=O)C(F)(F)F)C(F)(F)F, NC(=O)c1ncn2c1C1CCCN1C(=O)c1sccc1-2, C1COCCO1, c1ccncc1. The product is N#Cc1ncn2c1C1CCCN1C(=O)c1sccc1-2. As a reaction SMILES: [F:1][C:2]([F:3])([F:4])[C:5]([O:6][C:7](=[O:8])[C:9]([F:10])([F:11])[F:12])=[O:13].[O:14]=[C:15]1[c:16]2[c:17]([cH:31][cH:32][s:33]2)-[n:18]2[c:19]([c:25]([C:28](=[O:29])[NH2:30])[n:26][cH:27]2)[CH:20]2[N:21]1[CH2:22][CH2:23][CH2:24]2.[O:34]1[CH2:35][CH2:36][O:37][CH2:38][CH2:39]1.[cH:40]1[cH:41][cH:42][n:43][cH:44][cH:45]1>>[O:14]=[C:15]1[c:16]2[c:17]([cH:31][cH:32][s:33]2)-[n:18]2[c:19]([c:25]([C:28]#[N:30])[n:26][cH:27]2)[CH:20]2[N:21]1[CH2:22][CH2:23][CH2:24]2. The product is COC(CC1CC(CCC1)=O)=O ((3-Oxo-cyclohexyl)-acetic acid methyl ester), liquid. Reaction conditions: time 16 hour. As a reaction SMILES: [CH3:1][O:2][C:3](=[O:12])[CH2:4][C@H:5]1[CH2:10][CH2:9][CH2:8][C@@H:7]([OH:11])[CH2:6]1.O.C[N+]1([O-])CCOCC1>ClCCl.[Ru]([O-])(=O)(=O)=O.C([N+](CCC)(CCC)CCC)CC>[CH3:1][O:2][C:3](=[O:12])[CH2:4][CH:5]1[CH2:10][CH2:9][CH2:8][C:7](=[O:11])[CH2:6]1 |f:1.2,4.5|. Run in ClCCl (dichloromethane). The reagents and catalysts are [Ru](=O)(=O)(=O)[O-].C(CC)[N+](CCC)(CCC)CCC (tetrapropylammonium perruthenate). Reported procedure: rac-cis-(3-Hydroxy-cyclohexyl)-acetic acid methyl ester (500 mg, 2.90 mmol) (Example 5, step 1) was dissolved in 2 ml dichloromethane and tetrapropylammonium perruthenate [TPAP] (102 mg, 0.29 mmol) and 4-methylmorpholine oxide monohydrate (590 mg, 4.35 mmol) were added. The reaction mixture was stirred for 16 hours at room temperature, filtered over dicalite and evaporated to dryness. The residue was purified by flash chromatography on silica gel (heptane/ethyl acetate 100:0→50:50 gradient). The... The reactants are O.C[N+]1(CCOCC1)[O-] (4-methylmorpholine oxide monohydrate), COC(C[C@@H]1C[C@@H](CCC1)O)=O (rac-cis (3-Hydroxy-cyclohexyl)-acetic acid methyl ester). Isolated yield 48.0%. Reactants: C(C(C)C)O (isobutanol), C(CCC)O (n-butanol), C=CC (propylene). Reagents/catalysts: [Co] (cobalt), [Pd] (palladium). Reaction conditions: temperature 10 celsius, time 24 hour. The product is C(C(C)C)=O (isobutanal), C(CCC)=O (n-butanal), unidentified products. The yield is 4.6%. Reaction SMILES: C=CC.[CH2:4]([OH:8])[CH:5]([CH3:7])[CH3:6].[CH2:9]([OH:13])[CH2:10][CH2:11][CH3:12]>[Co].[Pd]>[CH:4](=[O:8])[CH:5]([CH3:7])[CH3:6].[CH:9](=[O:13])[CH2:10][CH2:11][CH3:12]. Procedure details: In the first run, cobalt and palladium complexes were added in a large excess to saturate the supporting base with the cobalt catalyst species and the promoter. The cobalt and palladium supported on the base from the first run must be much less than the original amounts present in the liquid phase. It is quite simple to support these components quantitatively on the base by adding sufficient amount of the base to the soluble catalyst species. The second run was started by introducing 20 g. of pr... Reactants: O=C([O-])[O-], O=C(CBr)c1ccc(Cl)cc1, ClCCl, [K+], [K+], O=C1NCCNC1c1ccccc1. The product is O=C(CN1CCNC(=O)C1c1ccccc1)c1ccc(Cl)cc1. As a reaction SMILES: [C:14](=[O:15])([O-:16])[O-:17].[Cl:20][c:21]1[cH:22][cH:23][c:24]([C:25]([CH2:26][Br:27])=[O:28])[cH:29][cH:30]1.[Cl:31][CH2:32][Cl:33].[K+:18].[K+:19].[c:1]1([CH:7]2[C:8](=[O:13])[NH:9][CH2:10][CH2:11][NH:12]2)[cH:2][cH:3][cH:4][cH:5][cH:6]1>>[c:1]1([CH:7]2[C:8](=[O:13])[NH:9][CH2:10][CH2:11][N:12]2[CH2:26][C:25]([c:24]2[cH:23][cH:22][c:21]([Cl:20])[cH:30][cH:29]2)=[O:28])[cH:2][cH:3][cH:4][cH:5][cH:6]1. Starting materials: OCC1CC2CCCCN2CC1 (2-Hydroxymethylquinolizidine), acid chloride, C(CC)N1C=C(C2=CC=CC=C12)C(=O)O (1-n-propylindole-3-carboxylic acid). Product: C1C(CCN2CCCCC12)COC(=O)C1=CN(C2=CC=CC=C12)CCC (Quinolizidin-2-ylmethyl-1-n-propylindole-3-carboxylate). RXN SMILES: [OH:1][CH2:2][CH:3]1[CH2:12][CH2:11][N:10]2[CH:5]([CH2:6][CH2:7][CH2:8][CH2:9]2)[CH2:4]1.[CH2:13]([N:16]1[C:24]2[C:19](=[CH:20][CH:21]=[CH:22][CH:23]=2)[C:18]([C:25](O)=[O:26])=[CH:17]1)[CH2:14][CH3:15]>>[CH2:4]1[CH:5]2[N:10]([CH2:9][CH2:8][CH2:7][CH2:6]2)[CH2:11][CH2:12][CH:3]1[CH2:2][O:1][C:25]([C:18]1[C:19]2[C:24](=[CH:23][CH:22]=[CH:21][CH:20]=2)[N:16]([CH2:13][CH2:14][CH3:15])[CH:17]=1)=[O:26]. Procedure details: eq-2-Hydroxymethylquinolizidine (N. J. Leonard et al, J. Org. Chem,1957, 22, 1445) was reacted with the acid chloride of 1-n-propylindole-3-carboxylic acid using the method of Example 1. The product was chromatographed on silica gel eluting with ethyl acetate. The resulting yellow oil was crystallised from n-pentane to afford the title compound (E17) as a white solid mp 75°-76° C. Starting materials: C(C)(C)(C)C1=CC=C(CNCCC2=CC(=CC(=C2)C(F)(F)F)F)C=C1 ((4-tert-butyl-benzyl)-[2-(3-fluoro-5-trifluoromethyl-phenyl)-ethyl]-amine), ClC=1C=C2C=CNC2=C(C1F)C(=O)O (5-chloro-6-fluoro-1H-indole-7-carboxylic acid), CN(C)C(=[N+](C)C)ON1C2=C(C=CC=C2)N=N1.[B-](F)(F)(F)F (TBTU), C(C)(C)N(C(C)C)CC (N,N-diisopropylethyl amine). The solvent is CN(C)C=O (DMF), O (water), CN(C)C=O (DMF). Reaction conditions: time 5 minute. The product is C(C)(C)(C)C1=CC=C(CN(C(=O)C=2C(=C(C=C3C=CNC23)Cl)F)CCC2=CC(=CC(=C2)C(F)(F)F)F)C=C1 (5-Chloro-6-fluoro-1H-indole-7-carboxylic acid (4-tert-butyl-benzyl)-[2-(3-fluoro-5-trifluoromethyl-phenyl)-ethyl]-amide). The yield is 54.3%. Reaction SMILES: [Cl:1][C:2]1[CH:3]=[C:4]2[C:8](=[C:9]([C:12]([OH:14])=O)[C:10]=1[F:11])[NH:7][CH:6]=[CH:5]2.CN(C(ON1N=NC2C=CC=CC1=2)=[N+](C)C)C.[B-](F)(F)(F)F.C(N(CC)C(C)C)(C)C.[C:46]([C:50]1[CH:70]=[CH:69][C:53]([CH2:54][NH:55][CH2:56][CH2:57][C:58]2[CH:63]=[C:62]([C:64]([F:67])([F:66])[F:65])[CH:61]=[C:60]([F:68])[CH:59]=2)=[CH:52][CH:51]=1)([CH3:49])([CH3:48])[CH3:47]>CN(C=O)C.O>[C:46]([C:50]1[CH:51]=[CH:52][C:53]([CH2:54][N:55]([CH2:56][CH2:57][C:58]2[CH:63]=[C:62]([C:64]([F:67])([F:65])[F:66])[CH:61]=[C:60]([F:68])[CH:59]=2)[C:12]([C:9]2[C:10]([F:11])=[C:2]([Cl:1])[CH:3]=[C:4]3[C:8]=2[NH:7][CH:6]=[CH:5]3)=[O:14])=[CH:69][CH:70]=1)([CH3:49])([CH3:47])[CH3:48] |f:1.2|. Reported procedure: To a solution of 112 mg (0.53 mmol) of 5-chloro-6-fluoro-1H-indole-7-carboxylic acid and 169 mg of TBTU (0.53 mmol) in 6 ml DMF, were added 0.45 ml (2.63 mmol) of N,N-diisopropylethyl amine. After stirring for 5 min at rt, 200 mg (0.57 mmol) of (4-tert-butyl-benzyl)-[2-(3-fluoro-5-trifluoromethyl-phenyl)-ethyl]-amine in 2 ml DMF were added. After stirring for 21 h at rt, the reaction mixture was diluted with 80 ml water and extracted with EtOAc (2×). The combined organic phases were washed with ... Reactants: BrC=1C=C2C(=NC1)NC=C2 (5-Bromo-1H-pyrrolo[2,3-b]pyridine), [Al+3].[Cl-].[Cl-].[Cl-] (AlCl3), ClCC(=O)Cl (chloroacetyl chloride). Solvent: ClCCl (dichloromethane). Conditions: time 30 minute. Product: BrC=1C=C2C(=NC1)NC=C2C(CCl)=O (1-(5-Bromo-1H-pyrrolo[2,3-b]pyridin-3-yl)-2-chloro-ethanone). Isolated yield 93.7%. RXN SMILES: [Al+3].[Cl-].[Cl-].[Cl-].[Br:5][C:6]1[CH:7]=[C:8]2[CH:14]=[CH:13][NH:12][C:9]2=[N:10][CH:11]=1.[Cl:15][CH2:16][C:17](Cl)=[O:18]>ClCCl>[Br:5][C:6]1[CH:7]=[C:8]2[C:14]([C:17](=[O:18])[CH2:16][Cl:15])=[CH:13][NH:12][C:9]2=[N:10][CH:11]=1 |f:0.1.2.3|. Procedure: To a suspension of AlCl3 (3.38 g, 25.38 mmol) in dichloromethane (100 mL) was added 5-Bromo-1H-pyrrolo[2,3-b]pyridine (1 g, 5.07 mmol). After stirring for 30 min, chloroacetyl chloride (2.84 g, 25.38 mmol) was added and the reaction mixture was stirred for 2 hours at room temperature. On completion, solvents were evaporated and quenched with aq. NaHCO3 solution at 0° C. Resulting mixture was extracted with EtOAc. The organic layer was dried over Na2SO4 and filtered through a plug of silica gel. ...